Dataset: the Open Reaction Database (ORD), a public repository of structured organic reaction records. Task: describe an organic reaction: reactants, conditions, products, and yield Starting materials: C(C1=CC=CC=C1)C1=NC(=C(C2=C1COC2)O)C (4-benzyl-6-methyl-1,3-dihydro-furo[3,4-c]pyridin-7-ol), ClCCCN(C)C (N-(3-chloropropyl)-N,N-dimethylamine), Example 1 ( a ), [Na] (sodium), Example 1 ( a ). Yields the product Cl.Cl.CN(CCCOC=1C2=C(C(=NC1C)CC1=CC=CC=C1)COC2)C (4-benzyl-6-methyl-1,3-dihydro-furo[3,4-c]pyridin-7-yl 3-dimethylaminopropyl ether bis-hydrochloride). The yield is 106.8%. RXN SMILES: [CH2:1]([C:8]1[C:13]2[CH2:14][O:15][CH2:16][C:12]=2[C:11]([OH:17])=[C:10]([CH3:18])[N:9]=1)[C:2]1[CH:7]=[CH:6][CH:5]=[CH:4][CH:3]=1.[Na].[Cl:20][CH2:21][CH2:22][CH2:23][N:24]([CH3:26])[CH3:25]>>[ClH:20].[ClH:20].[CH3:25][N:24]([CH3:26])[CH2:23][CH2:22][CH2:21][O:17][C:11]1[C:12]2[CH2:16][O:15][CH2:14][C:13]=2[C:8]([CH2:1][C:2]2[CH:3]=[CH:4][CH:5]=[CH:6][CH:7]=2)=[N:9][C:10]=1[CH3:18] |f:3.4.5,^1:18|. Reported procedure: 12.1 g (50 millimoles) of 4-benzyl-6-methyl-1,3-dihydro-furo[3,4-c]pyridin-7-ol are converted to the sodium salt as described in Example 1 (a) and reacted with 9.2 g (75 millimoles) of N-(3-chloropropyl)-N,N-dimethylamine. Working up as described in Example 1 (a) gives 16.0 g of 4-benzyl-6-methyl-1,3-dihydro-furo[3,4-c]pyridin-7-yl 3-dimethylaminopropyl ether bis-hydrochloride, which is recrystallized from isopropanol/ethanol; melting point 202°-204° C. Starting materials: O=C(O)CN(CCN(CC(=O)O)CC(=O)O)CC(=O)O, CC(C)=O, Nc1cccc(CCCCCCC(=O)O)c1, [Na+], [Na+], O=C([O-])O, [OH-], O. The product is O=C(O)CCCCCCc1cccc([N+](=O)[O-])c1. As a reaction SMILES: [CH2:29]([N:30]([CH2:31][C:32]([OH:33])=[O:34])[CH2:35][C:36]([OH:37])=[O:38])[CH2:39][N:40]([CH2:41][C:42]([OH:43])=[O:44])[CH2:45][C:46]([OH:47])=[O:48].[CH3:1][C:2]([CH3:3])=[O:4].[NH2:5][c:6]1[cH:7][c:8]([CH2:12][CH2:13][CH2:14][CH2:15][CH2:16][CH2:17][C:18](=[O:19])[OH:20])[cH:9][cH:10][cH:11]1.[Na+:22].[Na+:27].[O-:23][C:24]([OH:25])=[O:26].[OH-:21].[OH2:28]>>[O-:4][N+:5]([c:6]1[cH:7][c:8]([CH2:12][CH2:13][CH2:14][CH2:15][CH2:16][CH2:17][C:18](=[O:19])[OH:20])[cH:9][cH:10][cH:11]1)=[O:21].